describe an organic reaction: reactants, conditions, products, and yield From a dataset of the Open Reaction Database (ORD), a public repository of structured organic reaction records. Starting materials: [N+](=O)([O-])C1=CC(=NC=C1)C#N (4-Nitropicolinonitrile), Cl[Si](C)(C)C (chlorotrimethylsilane), O (H2O). The solvent is CCOC(=O)C (EtOAc). Product: [N+](=O)([O-])C1=CC(=NC=C1)C(=O)N (4-Nitropicolinamide). Yield: 119.7%. As a reaction SMILES: [N+:1]([C:4]1[CH:9]=[CH:8][N:7]=[C:6]([C:10]#[N:11])[CH:5]=1)([O-:3])=[O:2].Cl[Si](C)(C)C.[OH2:17]>CCOC(C)=O>[N+:1]([C:4]1[CH:9]=[CH:8][N:7]=[C:6]([C:10]([NH2:11])=[O:17])[CH:5]=1)([O-:3])=[O:2]. Procedure details: 4-Nitropicolinonitrile (100 mg, 0.67 mmol), chlorotrimethylsilane (0.17 mL, 1.4 mmol) and H2O (0.024 mL, 1.4 mmol) was sonicated in a sonicator at rt for 1.0 h. It was diluted with EtOAc, washed with NaHCO3, brine and dried over Na2SO4. After removal of solvent, 99A (134 mg, 100% yield) was obtained as a solid. 1H NMR (400 MHz, Methanol-d4) δ ppm 8.29 (dd, J=5.27, 2.20 Hz, 1H) 8.74 (d, J=2.20 Hz, 1H) 8.98 (d, J=5.27 Hz, 1H). Reactants: CNCCO, CCN(C(C)C)C(C)C, Cc1c(CCl)sc2c(=O)c(C(=O)NCc3ccc(Cl)cc3)cn(C)c12, CN(C)C=O, O. Product: Cc1c(CN(C)CCO)sc2c(=O)c(C(=O)NCc3ccc(Cl)cc3)cn(C)c12. As a reaction SMILES: [CH3:26][NH:27][CH2:28][CH2:29][OH:30].[CH:31]([N:32]([CH:33]([CH3:34])[CH3:35])[CH2:36][CH3:37])([CH3:38])[CH3:39].[Cl:1][c:2]1[cH:3][cH:4][c:5]([CH2:6][NH:7][C:8](=[O:9])[c:10]2[c:11](=[O:23])[c:12]3[c:13]([n:14]([CH3:16])[cH:15]2)[c:17]([CH3:22])[c:18]([CH2:20][Cl:21])[s:19]3)[cH:24][cH:25]1.[O:40]=[CH:41][N:42]([CH3:43])[CH3:44].[OH2:45]>>[Cl:1][c:2]1[cH:3][cH:4][c:5]([CH2:6][NH:7][C:8](=[O:9])[c:10]2[c:11](=[O:23])[c:12]3[c:13]([n:14]([CH3:16])[cH:15]2)[c:17]([CH3:22])[c:18]([CH2:20][N:27]([CH3:26])[CH2:28][CH2:29][OH:30])[s:19]3)[cH:24][cH:25]1. Reactants: CC(=O)OC(C)=O, CCOC(C)=O, Cl, CC(=O)Nc1cc([N+](=O)[O-])ccc1N1CCCC1, [Na+], [OH-]. Product: Nc1cc([N+](=O)[O-])ccc1N1CCCC1. As a reaction SMILES: [CH3:22][C:23]([O:24][C:25]([CH3:26])=[O:27])=[O:28].[CH3:29][CH2:30][O:31][C:32](=[O:33])[CH3:34].[ClH:19].[N+:1](=[O:2])([O-:3])[c:4]1[cH:5][cH:6][c:7]([N:14]2[CH2:15][CH2:16][CH2:17][CH2:18]2)[c:8]([NH:10][C:11](=[O:12])[CH3:13])[cH:9]1.[Na+:21].[OH-:20]>>[N+:1](=[O:2])([O-:3])[c:4]1[cH:5][cH:6][c:7]([N:14]2[CH2:15][CH2:16][CH2:17][CH2:18]2)[c:8]([NH2:10])[cH:9]1. The reactants are C1=CCC([Ru]C2=CC=CC2)=C1, CC(=O)OC(C)=O, [Na+], [OH-], O=P(O)(O)O. The product is CC(=O)C1=C([Ru]C2=CC=CC2)CC=C1. RXN SMILES: [C:1]1([Ru:6][C:7]2=[CH:8][CH:9]=[CH:10][CH2:11]2)=[CH:2][CH:3]=[CH:4][CH2:5]1.[CH3:19][C:20](=[O:21])[O:22][C:23](=[O:24])[CH3:25].[Na+:18].[OH-:17].[P:12](=[O:13])([OH:14])([OH:15])[OH:16]>>[C:1]1([Ru:6][C:7]2=[C:8]([C:20]([CH3:19])=[O:21])[CH:9]=[CH:10][CH2:11]2)=[CH:2][CH:3]=[CH:4][CH2:5]1. Reactants: BrC=1C=C(C=CC(=O)O)C=CC1 (3-bromocinnamic acid), C(C)(=O)Cl (acetyl chloride). Solvent: CO (methanol), CO (methanol), CO (methanol). Product: BrC=1C=C(C=CC(=O)OC)C=CC1 (3-Bromocinnamic acid, methyl ester). RXN SMILES: [Br:1][C:2]1[CH:3]=[C:4]([CH:10]=[CH:11][CH:12]=1)[CH:5]=[CH:6][C:7]([OH:9])=[O:8].[C:13](Cl)(=O)C>CO>[Br:1][C:2]1[CH:3]=[C:4]([CH:10]=[CH:11][CH:12]=1)[CH:5]=[CH:6][C:7]([O:9][CH3:13])=[O:8]. Procedure: To a solution of 50.0 g (220 mmol, Aldrich) of 3-bromocinnamic acid in 1 L sieve-dried methanol (Burdick & Jackson), stirred at 0° C., was added dropwise a solution of acidic methanol (prepared by the addition of 2.5 mL acetyl chloride to 250 mL methanol). The reaction Starting materials: O=[N+]([O-])c1ccc(Cl)cc1, [H-], [Na+], CN(C)C=O, O, c1c[nH]cn1. The product is O=[N+]([O-])c1ccc(-n2ccnc2)cc1. As a reaction SMILES: [Cl:8][c:9]1[cH:10][cH:11][c:12]([N+:15](=[O:16])[O-:17])[cH:13][cH:14]1.[H-:7].[Na+:6].[O:19]=[CH:20][N:21]([CH3:22])[CH3:23].[OH2:18].[nH:1]1[cH:2][n:3][cH:4][cH:5]1>>[n:1]1(-[c:9]2[cH:10][cH:11][c:12]([N+:15](=[O:16])[O-:17])[cH:13][cH:14]2)[cH:2][n:3][cH:4][cH:5]1. The reactants are CC(C)(C)OC(=O)N1CCC(COS(C)(=O)=O)CC1, CS(=O)(=O)c1ccc(-c2ccc(O)cn2)cc1, [K+], [K+], O=C([O-])[O-], CN(C)C=O, O. Yields the product CC(C)(C)OC(=O)N1CCC(COc2ccc(-c3ccc(S(C)(=O)=O)cc3)nc2)CC1. As a reaction SMILES: [CH3:18][S:19]([O:20][CH2:23][CH:24]1[CH2:25][CH2:26][N:27]([C:30](=[O:31])[O:32][C:33]([CH3:34])([CH3:35])[CH3:36])[CH2:28][CH2:29]1)(=[O:21])=[O:22].[CH3:1][S:2](=[O:3])(=[O:4])[c:5]1[cH:6][cH:7][c:8](-[c:11]2[cH:12][cH:13][c:14]([OH:17])[cH:15][n:16]2)[cH:9][cH:10]1.[K+:37].[K+:38].[O-:39][C:40]([O-:41])=[O:42].[O:44]=[CH:45][N:46]([CH3:47])[CH3:48].[OH2:43]>>[CH3:1][S:2](=[O:3])(=[O:4])[c:5]1[cH:6][cH:7][c:8](-[c:11]2[cH:12][cH:13][c:14]([O:17][CH2:23][CH:24]3[CH2:25][CH2:26][N:27]([C:30](=[O:31])[O:32][C:33]([CH3:34])([CH3:35])[CH3:36])[CH2:28][CH2:29]3)[cH:15][n:16]2)[cH:9][cH:10]1. Reactants: CC(C)(C)C(=O)C(=O)O, Cl, NO, [Na], O. Yields the product CC(C)(C)C(=NO)C(=O)O. RXN SMILES: [CH3:2][C:3]([C:4]([C:5](=[O:6])[OH:7])=[O:8])([CH3:9])[CH3:10].[ClH:11].[NH2:12][OH:13].[Na:1].[OH2:14]>>[CH3:2][C:3]([C:4]([C:5](=[O:6])[OH:7])=[N:12][OH:13])([CH3:9])[CH3:10]. Starting materials: COC1=CC=C2C(=NNC2=C1)C(C(C)(C)C)=O ((6-methoxy-1H-indazol-3-yl)-2,2-dimethylpropan-1-one), BrCC(=O)OCC (ethyl bromoacetate), C([O-])([O-])=O.[Cs+].[Cs+] (cesium carbonate). Run in CN(C)C=O (DMF), CCOCC (ether), O (water), Cl (HCl). Conditions: time 2.5 day. Yields the product CC(C(=O)C1=NN(C2=CC(=CC=C12)OC)CC(=O)OCC)(C)C (Ethyl [3-(2,2-dimethylpropanoyl)-6-methoxy-1H-indazol-1-yl]acetate). RXN SMILES: [CH3:1][O:2][C:3]1[CH:11]=[C:10]2[C:6]([C:7]([C:12](=[O:17])[C:13]([CH3:16])([CH3:15])[CH3:14])=[N:8][NH:9]2)=[CH:5][CH:4]=1.Br[CH2:19][C:20]([O:22][CH2:23][CH3:24])=[O:21].C(=O)([O-])[O-].[Cs+].[Cs+]>CN(C=O)C.CCOCC.O.Cl>[CH3:15][C:13]([CH3:14])([CH3:16])[C:12]([C:7]1[C:6]2[C:10](=[CH:11][C:3]([O:2][CH3:1])=[CH:4][CH:5]=2)[N:9]([CH2:19][C:20]([O:22][CH2:23][CH3:24])=[O:21])[N:8]=1)=[O:17] |f:2.3.4|. Procedure details: To a solution of 1.43 g (6-methoxy-1H-indazol-3-yl)-2,2-dimethylpropan-1-one from the Step C above in 45 mL anhydrous DMF was added 1.13 g ethyl bromoacetate and 2.41 g cesium carbonate. The mixture was stirred under nitrogen at room temperature for 2.5 days. It was diluted with ether and cold water with 15 mL 1 N HCl. The aqueous layer was separated and extracted with ether three times. The combined ether extract was washed with water (5×) and saturated brine, dried over anhydrous Na2SO4 and ev... Starting materials: ClCCCO (3-chloropropanol), ClC1=C(C(=CC(=C1)OCC=C(Cl)Cl)Cl)O (2,6-dichloro-4-(3,3-dichloro-2-propenyloxy)phenol), [OH-].[Na+] (sodium hydroxide), ClCCCO (3-chloropropanol), [OH-].[Na+] (sodium hydroxide), S(O)(O)(=O)=O (sulfuric acid), 12. The reagents and catalysts are [I-].C(CCC)[N+](CCCC)(CCCC)CCCC (tetra-n-butylammonium iodide). Solvent: C1(=CC=CC=C1)C (toluene), O (water). Reaction conditions: temperature 80 celsius, time 6 hour. Product: ClC1=C(OCCCO)C(=CC(=C1)OCC=C(Cl)Cl)Cl (3-(2,6-dichloro-4-(3,3-dichloro-2-propenyloxy)phenoxy)-1-propyl alcohol). Isolated yield 83.2%. Reaction SMILES: Cl[CH2:2][CH2:3][CH2:4][OH:5].[Cl:6][C:7]1[CH:12]=[C:11]([O:13][CH2:14][CH:15]=[C:16]([Cl:18])[Cl:17])[CH:10]=[C:9]([Cl:19])[C:8]=1[OH:20].[OH-].[Na+].S(=O)(=O)(O)O>[I-].C([N+](CCCC)(CCCC)CCCC)CCC.O.C1(C)C=CC=CC=1>[Cl:6][C:7]1[CH:12]=[C:11]([O:13][CH2:14][CH:15]=[C:16]([Cl:18])[Cl:17])[CH:10]=[C:9]([Cl:19])[C:8]=1[O:20][CH2:2][CH2:3][CH2:4][OH:5] |f:2.3,5.6|. Reported procedure: A mixture of 0.37 g of 3-chloropropanol, 5.0 g of toluene and 0.06 g of tetra-n-butylammonium iodide was heated to 80° C. Thereto was added dropwise a mixed solution of 1.0 g of 2,6-dichloro-4-(3,3-dichloro-2-propenyloxy)phenol, 5.0 g of water and 0.51 g of a 27% aqueous sodium hydroxide solution with stirring over 6 hours. After completion of the addition, the mixture was further stirred at 80° C. for 20 hours. In this period, 0.20 g of 3-chloropropanol was further added at each time point of 7...